Dataset: the Open Reaction Database (ORD), a public repository of structured organic reaction records. Task: describe an organic reaction: reactants, conditions, products, and yield Reactants: C([O-])([O-])=O.[Na+].[Na+] (sodium carbonate), COC(N[C@@H](C(C)C)C(=O)N1[C@@H](CCC1)C=1NC=C(N1)C1=CC=C(C=C1)B1OC(C(O1)(C)C)(C)C)=O ([(S)-2-methyl-1-((S)-2-{4-[4-(4,4,5,5-tetramethyl-[1,3,2]dioxaborolan-2-yl)-phenyl]-1H-imidazol-2-yl}-pyrrolidine-1-carbonyl)-propyl]-carbamic acid methyl ester), BrC1=C(C=C(N)C=C1)Cl (4-bromo-3-chloroaniline). Reagents/catalysts: C=1C=CC(=CC1)[P](C=2C=CC=CC2)(C=3C=CC=CC3)[Pd]([P](C=4C=CC=CC4)(C=5C=CC=CC5)C=6C=CC=CC6)([P](C=7C=CC=CC7)(C=8C=CC=CC8)C=9C=CC=CC9)[P](C=1C=CC=CC1)(C=1C=CC=CC1)C=1C=CC=CC1 (tetrakis(triphenylphosphine)palladium(0)). Procedure details: Saturated aqueous sodium carbonate (0.2 mL) was added to a mixture of [(S)-2-methyl-1-((S)-2-{4-[4-(4,4,5,5-tetramethyl-[1,3,2]dioxaborolan-2-yl)-phenyl]-1H-imidazol-2-yl}-pyrrolidine-1-carbonyl)-propyl]-carbamic acid methyl ester (100 mg, 0.20 mmol), 4-bromo-3-chloroaniline (46 mg, 0.22 mmol), tetrakis(triphenylphosphine)palladium(0) (23 mg, 0.02 mmol), and water (0.3 mL). The reaction mixture was purged with nitrogen and then 1,4-dioxane (0.7 mL) was added. The reaction mixture was degassed, s... The product is COC(N[C@@H](C(C)C)C(=O)N1[C@@H](CCC1)C=1NC=C(N1)C1=CC=C(C=C1)C1=C(C=C(C=C1)N)Cl)=O (((S)-1-{(S)-2-[4-(4′-Amino-2′-chloro-biphenyl-4-yl)-1H-imidazol-2-yl]-pyrrolidine-1-carbonyl}-2-methyl-propyl)-carbamic acid methyl ester). Reaction SMILES: C(=O)([O-])[O-].[Na+].[Na+].[CH3:7][O:8][C:9](=[O:42])[NH:10][C@H:11]([C:15]([N:17]1[CH2:21][CH2:20][CH2:19][C@H:18]1[C:22]1[NH:23][CH:24]=[C:25]([C:27]2[CH:32]=[CH:31][C:30](B3OC(C)(C)C(C)(C)O3)=[CH:29][CH:28]=2)[N:26]=1)=[O:16])[CH:12]([CH3:14])[CH3:13].Br[C:44]1[CH:50]=[CH:49][C:47]([NH2:48])=[CH:46][C:45]=1[Cl:51]>C1C=CC([P]([Pd]([P](C2C=CC=CC=2)(C2C=CC=CC=2)C2C=CC=CC=2)([P](C2C=CC=CC=2)(C2C=CC=CC=2)C2C=CC=CC=2)[P](C2C=CC=CC=2)(C2C=CC=CC=2)C2C=CC=CC=2)(C2C=CC=CC=2)C2C=CC=CC=2)=CC=1.O>[CH3:7][O:8][C:9](=[O:42])[NH:10][C@H:11]([C:15]([N:17]1[CH2:21][CH2:20][CH2:19][C@H:18]1[C:22]1[NH:23][CH:24]=[C:25]([C:27]2[CH:28]=[CH:29][C:30]([C:44]3[CH:50]=[CH:49][C:47]([NH2:48])=[CH:46][C:45]=3[Cl:51])=[CH:31][CH:32]=2)[N:26]=1)=[O:16])[CH:12]([CH3:13])[CH3:14] |f:0.1.2,^1:55,57,76,95|. Conditions: temperature 90 celsius. The solvent is O (water). Yield: 54.5%. As a reaction SMILES: [Br:1][C:2]1[CH:15]=[CH:14][C:13]2[C:12](=O)[C:11]3[C:6](=[CH:7][CH:8]=[C:9]([Br:17])[CH:10]=3)[C:5](=O)[C:4]=2[CH:3]=1.[OH-].[Na+]>O.[Zn]>[Br:1][C:2]1[CH:15]=[CH:14][C:13]2[C:4](=[CH:5][C:6]3[C:11]([CH:12]=2)=[CH:10][C:9]([Br:17])=[CH:8][CH:7]=3)[CH:3]=1 |f:1.2|. Reagents/catalysts: [Zn] (Zn). Run in O (water). The product is BrC1=CC2=CC3=CC=C(C=C3C=C2C=C1)Br (2,6-dibromoanthracene). Reported procedure: 30 g of 2,6-dibromoanthraquinone, 5 g of Zn and 25 g of NaOH were stirred in 200 mL of water at 100° C. for 24 hours and when the reaction was complete, the reaction materials were filtered. The thus-obtained organic material and inorganic material were dissolved in chloroform and the resulting mixture was re-filtered. The obtained filtrate was applied to a silica gel short column, thereby separating the inorganic material. The separated material was recrystallized from MC and MeOH, thereby obta... The reactants are BrC1=CC=2C(C3=CC=C(C=C3C(C2C=C1)=O)Br)=O (2,6-dibromoanthraquinone), [OH-].[Na+] (NaOH). The reactants are ClC=1C=C(CN2CC(OCC2)CN)C=CC1Cl ([4-(3,4-Dichlorobenzyl)morpholin-2-yl]methylamine), N(=C=O)C1=CC=C(C=C1)OC1=CC=CC=C1 (1-isocyanato-4-phenoxybenzene). The product is ClC=1C=C(CN2CC(OCC2)CNC(=O)NC2=CC=C(C=C2)OC2=CC=CC=C2)C=CC1Cl (N-{[4-(3,4-Dichlorobenzyl)morpholin-2-yl]methyl}-N′-(4-phenoxyphenyl)urea). As a reaction SMILES: [Cl:1][C:2]1[CH:3]=[C:4]([CH:14]=[CH:15][C:16]=1[Cl:17])[CH2:5][N:6]1[CH2:11][CH2:10][O:9][CH:8]([CH2:12][NH2:13])[CH2:7]1.[N:18]([C:21]1[CH:26]=[CH:25][C:24]([O:27][C:28]2[CH:33]=[CH:32][CH:31]=[CH:30][CH:29]=2)=[CH:23][CH:22]=1)=[C:19]=[O:20]>>[Cl:1][C:2]1[CH:3]=[C:4]([CH:14]=[CH:15][C:16]=1[Cl:17])[CH2:5][N:6]1[CH2:11][CH2:10][O:9][CH:8]([CH2:12][NH:13][C:19]([NH:18][C:21]2[CH:26]=[CH:25][C:24]([O:27][C:28]3[CH:29]=[CH:30][CH:31]=[CH:32][CH:33]=3)=[CH:23][CH:22]=2)=[O:20])[CH2:7]1. Procedure: Example 33 was prepared in an analogous manner to Example 1 using a mixture of Intermediate 3 (0.025 g) and 1-isocyanato-4-phenoxybenzene (24.6 μl) to give the title compound (0.0171 g). LC-MS (System A): Rt 2.62 mins, Mass Spectrum m/z 486 [MH+]. The reactants are O=C1N(C(CC1)=O)OC(=O)C1=C(N=C(O1)C1=C(C=CC=C1)Cl)CCC (2-(2-chloro-phenyl)-4-propyl-oxazole-5-carboxylic acid 2,5-dioxo-pyrrolidin-1-yl ester), N1(CCOCC1)C1=CC=C(C=N1)N (6-morpholin-4-yl-pyridin-3-ylamine). Yields the product N1(CCOCC1)C1=CC=C(C=N1)NC(=O)C1=C(N=C(O1)C1=C(C=CC=C1)Cl)CCC (2-(2-chloro-phenyl)-4-propyl-oxazole-5-carboxylic acid (6-morpholin-4-yl-pyridin-3-yl)-amide). Reaction SMILES: O=C1CCC(=O)N1O[C:9]([C:11]1[O:15][C:14]([C:16]2[CH:21]=[CH:20][CH:19]=[CH:18][C:17]=2[Cl:22])=[N:13][C:12]=1[CH2:23][CH2:24][CH3:25])=[O:10].[N:26]1([C:32]2[N:37]=[CH:36][C:35]([NH2:38])=[CH:34][CH:33]=2)[CH2:31][CH2:30][O:29][CH2:28][CH2:27]1>>[N:26]1([C:32]2[N:37]=[CH:36][C:35]([NH:38][C:9]([C:11]3[O:15][C:14]([C:16]4[CH:21]=[CH:20][CH:19]=[CH:18][C:17]=4[Cl:22])=[N:13][C:12]=3[CH2:23][CH2:24][CH3:25])=[O:10])=[CH:34][CH:33]=2)[CH2:31][CH2:30][O:29][CH2:28][CH2:27]1. Procedure: With a procedure similar to example 50 above, 2-(2-chloro-phenyl)-4-propyl-oxazole-5-carboxylic acid (6-morpholin-4-yl-pyridin-3-yl)-amide was prepared from 2-(2-chloro-phenyl)-4-propyl-oxazole-5-carboxylic acid 2,5-dioxo-pyrrolidin-1-yl ester and 6-morpholin-4-yl-pyridin-3-ylamine. LCMS calcd for C22H23ClN4O3 (m/e) 426, obsd 427 (M+H). The reactants are CCOC(C)=O, CC(C)[N-]C(C)C, COc1cccc(C=O)c1, [Li+], C1CCOC1, O. The product is COc1cccc(C(O)C2CCOC2=O)c1. RXN SMILES: [CH3:19][CH2:20][O:21][C:22]([CH3:23])=[O:24].[CH:1]([N-:2][CH:3]([CH3:4])[CH3:5])([CH3:6])[CH3:7].[CH:9]([c:10]1[cH:11][c:12]([O:16][CH3:17])[cH:13][cH:14][cH:15]1)=[O:18].[Li+:8].[O:26]1[CH2:27][CH2:28][CH2:29][CH2:30]1.[OH2:25]>>[CH:9]([c:10]1[cH:11][c:12]([O:16][CH3:17])[cH:13][cH:14][cH:15]1)([OH:18])[CH:23]1[CH2:19][CH2:20][O:21][C:22]1=[O:24]. The reactants are C1CCOC1, CO, COC(=O)C(Oc1nc(OC)cc(OC)n1)C(C)(N=[N+]=[N-])c1ccccc1, [Na+], [OH-]. Yields the product COc1cc(OC)nc(OC(C(=O)O)C(C)(N=[N+]=[N-])c2ccccc2)n1. RXN SMILES: [CH2:32]1[O:33][CH2:34][CH2:35][CH2:36]1.[CH3:30][OH:31].[N:1](=[N+:2]=[N-:3])[C:4]([CH:5]([C:6](=[O:7])[O:8][CH3:9])[O:10][c:11]1[n:12][c:13]([O:19][CH3:20])[cH:14][c:15]([O:17][CH3:18])[n:16]1)([CH3:21])[c:22]1[cH:23][cH:24][cH:25][cH:26][cH:27]1.[Na+:29].[OH-:28]>>[N:1](=[N+:2]=[N-:3])[C:4]([CH:5]([C:6](=[O:7])[OH:8])[O:10][c:11]1[n:12][c:13]([O:19][CH3:20])[cH:14][c:15]([O:17][CH3:18])[n:16]1)([CH3:21])[c:22]1[cH:23][cH:24][cH:25][cH:26][cH:27]1. Reaction SMILES: [C:61](=[O:62])([OH:63])[O-:64].[CH:8]([CH3:9])([CH3:10])[O:11][C:12](=[O:13])[N:14]1[CH:15]([CH2:59][CH3:60])[CH2:16][CH:17]([N:28]([c:29]2[n:30][n:31][n:32]([CH2:34][CH2:35][NH:36][C:37]([O:38][C:39]([CH3:40])([CH3:41])[CH3:42])=[O:43])[n:33]2)[CH2:44][c:45]2[cH:46][c:47]([C:55]([F:56])([F:57])[F:58])[cH:48][c:49]([C:51]([F:52])([F:53])[F:54])[cH:50]2)[c:18]2[n:19][c:20]([C:24]([F:25])([F:26])[F:27])[cH:21][cH:22][c:23]21.[Cl:66][CH2:67][Cl:68].[Na+:65].[OH:1][C:2]([C:3]([F:4])([F:5])[F:6])=[O:7]>>[CH:8]([CH3:9])([CH3:10])[O:11][C:12](=[O:13])[N:14]1[CH:15]([CH2:59][CH3:60])[CH2:16][CH:17]([N:28]([c:29]2[n:30][n:31][n:32]([CH2:34][CH2:35][NH2:36])[n:33]2)[CH2:44][c:45]2[cH:46][c:47]([C:55]([F:56])([F:57])[F:58])[cH:48][c:49]([C:51]([F:52])([F:53])[F:54])[cH:50]2)[c:18]2[n:19][c:20]([C:24]([F:25])([F:26])[F:27])[cH:21][cH:22][c:23]21. Yields the product CCC1CC(N(Cc2cc(C(F)(F)F)cc(C(F)(F)F)c2)c2nnn(CCN)n2)c2nc(C(F)(F)F)ccc2N1C(=O)OC(C)C. Starting materials: O=C([O-])O, CCC1CC(N(Cc2cc(C(F)(F)F)cc(C(F)(F)F)c2)c2nnn(CCNC(=O)OC(C)(C)C)n2)c2nc(C(F)(F)F)ccc2N1C(=O)OC(C)C, ClCCl, [Na+], O=C(O)C(F)(F)F. Starting materials: COC(=O)C(=Cc1cc(C)c([N+](=O)[O-])c([N+](=O)[O-])c1)NC(=O)OCc1ccccc1, O=S(=O)([O-])C(F)(F)F, [Rh+]. Product: COC(=O)C(Cc1cc(C)c([N+](=O)[O-])c([N+](=O)[O-])c1)NC(=O)OCc1ccccc1. RXN SMILES: [CH3:1][O:2][C:3](=[O:4])[C:5](=[CH:6][c:7]1[cH:8][c:9]([CH3:19])[c:10]([N+:16](=[O:17])[O-:18])[c:11]([N+:13](=[O:14])[O-:15])[cH:12]1)[NH:20][C:21]([O:22][CH2:23][c:24]1[cH:25][cH:26][cH:27][cH:28][cH:29]1)=[O:30].[F:31][C:32]([S:33]([O-:34])(=[O:35])=[O:36])([F:37])[F:38].[Rh+:39]>>[CH3:1][O:2][C:3](=[O:4])[CH:5]([CH2:6][c:7]1[cH:8][c:9]([CH3:19])[c:10]([N+:16](=[O:17])[O-:18])[c:11]([N+:13](=[O:14])[O-:15])[cH:12]1)[NH:20][C:21]([O:22][CH2:23][c:24]1[cH:25][cH:26][cH:27][cH:28][cH:29]1)=[O:30].